This data is from the Open Reaction Database (ORD), a public repository of structured organic reaction records. The task is: describe an organic reaction: reactants, conditions, products, and yield Starting materials: ClC=1C=CC(=C(C(=O)O)C1)C (5-chloro-2-methylbenzoic acid), S(O)(O)(=O)=O (sulfuric acid), IN1C(N(C(C1(C)C)=O)I)=O (1,3-diiodo-5,5-dimethylimidazolidine -2,4-dione). The solvent is ice water. Run at time 2 hour. Product: ClC=1C=C(C(=C(C(=O)O)C1)C)I (5-chloro-3-iodo-2-methylbenzoic acid). Yield: 158.9%. RXN SMILES: [Cl:1][C:2]1[CH:3]=[CH:4][C:5]([CH3:11])=[C:6]([CH:10]=1)[C:7]([OH:9])=[O:8].S(=O)(=O)(O)O.[I:17]N1C(C)(C)C(=O)N(I)C1=O>>[Cl:1][C:2]1[CH:3]=[C:4]([I:17])[C:5]([CH3:11])=[C:6]([CH:10]=1)[C:7]([OH:9])=[O:8]. Procedure: To a solution of 5-chloro-2-methylbenzoic acid (10.0 g, 58.6 mmol) in sulfuric acid (75 mL, 1407 mmol) was added portionwise 1,3-diiodo-5,5-dimethylimidazolidine -2,4-dione (12.0 g, 31.6 mmol). The reaction turned very dark and quickly formed a thick suspension. The reaction was stirred for 2 h, at which time it was poured into ice water (˜500 mL) and stirred for 30 min to break up the solids. The precipitate was filtered off, washed with water, and dried under vacuum to give 5-chloro-3-iodo-2-m... Reactants: Cc1ccc(C)c(N2CCN(C(=O)C(CO)NS(=O)(=O)c3ccccc3)CC2)c1, CCOC(=O)N=NC(=O)OCC, C1CCOC1, c1ccc(P(c2ccccc2)c2ccccc2)cc1. The product is Cc1ccc(C)c(N2CCN(C(=O)C3CN3S(=O)(=O)c3ccccc3)CC2)c1. As a reaction SMILES: [CH3:1][c:2]1[c:3]([N:9]2[CH2:10][CH2:11][N:12]([C:15]([CH:16]([CH2:17][OH:18])[NH:19][S:20](=[O:21])(=[O:22])[c:23]3[cH:24][cH:25][cH:26][cH:27][cH:28]3)=[O:29])[CH2:13][CH2:14]2)[cH:4][c:5]([CH3:8])[cH:6][cH:7]1.[O:49]=[C:50]([O:51][CH2:52][CH3:53])[N:54]=[N:55][C:56]([O:57][CH2:58][CH3:59])=[O:60].[O:61]1[CH2:62][CH2:63][CH2:64][CH2:65]1.[c:30]1([P:31]([c:32]2[cH:33][cH:34][cH:35][cH:36][cH:37]2)[c:38]2[cH:39][cH:40][cH:41][cH:42][cH:43]2)[cH:44][cH:45][cH:46][cH:47][cH:48]1>>[CH3:1][c:2]1[c:3]([N:9]2[CH2:10][CH2:11][N:12]([C:15]([CH:16]3[CH2:17][N:19]3[S:20](=[O:21])(=[O:22])[c:23]3[cH:24][cH:25][cH:26][cH:27][cH:28]3)=[O:29])[CH2:13][CH2:14]2)[cH:4][c:5]([CH3:8])[cH:6][cH:7]1. Starting materials: twenty-five, [OH-].[Na+] (sodium hydroxide), C(C1=CC=CC=C1)N1CC(CC1)=O (N-benzyl-3-pyrrolidinone), O=C[C@H](O)[C@@H](O)[C@H](O)[C@H](O)CO (glucose). The solvent is P(=O)([O-])([O-])[O-] (phosphate). Run at time 24 hour. Product: C(C1=CC=CC=C1)N1C[C@H](CC1)O ((S)-N-benzyl-3-pyrrolidinol). Isolated yield 59.3%. RXN SMILES: [CH2:1]([N:8]1[CH2:12][CH2:11][C:10](=[O:13])[CH2:9]1)[C:2]1[CH:7]=[CH:6][CH:5]=[CH:4][CH:3]=1.O=C[C@@H]([C@H]([C@@H]([C@@H](CO)O)O)O)O.[OH-].[Na+]>P([O-])([O-])([O-])=O>[CH2:1]([N:8]1[CH2:12][CH2:11][C@H:10]([OH:13])[CH2:9]1)[C:2]1[CH:3]=[CH:4][CH:5]=[CH:6][CH:7]=1 |f:2.3|. Reported procedure: A liquid medium having the composition given in Example 2 was prepared and distributed in 100-ml portions into twenty-five 500-ml Sakaguchi flasks and steam-sterilized at 120° C. for 20 minutes. The contents of each flask was aseptically inoculated with 2 ml of a fluid culture obtained by cultivating Micrococcus luteus IFO 13867 in the same manner as in Example 2, and shake-culture was carried out at 30° C. for 24 hours. Cells were harvested from the resultant culture fluids by centrifugation an... The reactants are CCCCS(=O)(=O)O, COc1ccccc1N=C=O, CS(C)=O, ClC(Cl)Cl, [Na+], [OH-]. The product is COc1ccccc1N. RXN SMILES: [CH2:5]([S:6]([OH:7])(=[O:8])=[O:9])[CH2:10][CH2:11][CH3:12].[CH3:13][O:14][c:15]1[c:16]([N:21]=[C:22]=[O:23])[cH:17][cH:18][cH:19][cH:20]1.[CH3:1][S:2](=[O:3])[CH3:4].[CH:26]([Cl:27])([Cl:28])[Cl:29].[Na+:25].[OH-:24]>>[CH3:13][O:14][c:15]1[c:16]([NH2:21])[cH:17][cH:18][cH:19][cH:20]1.